From a dataset of the Open Reaction Database (ORD), a public repository of structured organic reaction records. describe an organic reaction: reactants, conditions, products, and yield The reactants are O=C([O-])[O-], CCOC(C)=O, COC(=O)c1cnccc1N, Cc1noc2nc(-c3cc(Cl)ccc3F)nc(Cl)c12, [Cs+], [Cs+], O=C(C=Cc1ccccc1)C=Cc1ccccc1, O=C(C=Cc1ccccc1)C=Cc1ccccc1, C1COCCO1, O=C(C=Cc1ccccc1)C=Cc1ccccc1, [Pd], [Pd], c1ccc(P(c2ccccc2)c2ccc3ccccc3c2-c2c(P(c3ccccc3)c3ccccc3)ccc3ccccc23)cc1. The product is COC(=O)c1cnccc1Nc1nc(-c2cc(Cl)ccc2F)nc2onc(C)c12. As a reaction SMILES: [C:77](=[O:78])([O-:79])[O-:80].[CH3:145][CH2:146][O:147][C:148](=[O:149])[CH3:150].[CH3:66][O:67][C:68]([c:69]1[cH:70][n:71][cH:72][cH:73][c:74]1[NH2:75])=[O:76].[Cl:1][c:2]1[c:3]2[c:4]([n:5][c:6](-[c:8]3[c:9]([F:15])[cH:10][cH:11][c:12]([Cl:14])[cH:13]3)[n:7]1)[o:16][n:17][c:18]2[CH3:19].[Cs+:81].[Cs+:82].[O:109]=[C:110]([CH:111]=[CH:112][c:113]1[cH:114][cH:115][cH:116][cH:117][cH:118]1)[CH:119]=[CH:120][c:121]1[cH:122][cH:123][cH:124][cH:125][cH:126]1.[O:127]=[C:128]([CH:129]=[CH:130][c:131]1[cH:132][cH:133][cH:134][cH:135][cH:136]1)[CH:137]=[CH:138][c:139]1[cH:140][cH:141][cH:142][cH:143][cH:144]1.[O:83]1[CH2:84][CH2:85][O:86][CH2:87][CH2:88]1.[O:91]=[C:92]([CH:93]=[CH:94][c:95]1[cH:96][cH:97][cH:98][cH:99][cH:100]1)[CH:101]=[CH:102][c:103]1[cH:104][cH:105][cH:106][cH:107][cH:108]1.[Pd:89].[Pd:90].[cH:20]1[cH:21][cH:22][c:23]([P:24]([c:25]2[cH:26][cH:27][c:28]3[c:29]([cH:30][cH:31][cH:32][cH:33]3)[c:34]2-[c:35]2[c:36]3[c:37]([cH:38][cH:39][cH:40][cH:41]3)[cH:42][cH:43][c:44]2[P:45]([c:46]2[cH:47][cH:48][cH:49][cH:50][cH:51]2)[c:52]2[cH:53][cH:54][cH:55][cH:56][cH:57]2)[c:58]2[cH:59][cH:60][cH:61][cH:62][cH:63]2)[cH:64][cH:65]1>>[c:2]1([NH:75][c:74]2[c:69]([C:68]([O:67][CH3:66])=[O:76])[cH:70][n:71][cH:72][cH:73]2)[c:3]2[c:4]([n:5][c:6](-[c:8]3[c:9]([F:15])[cH:10][cH:11][c:12]([Cl:14])[cH:13]3)[n:7]1)[o:16][n:17][c:18]2[CH3:19]. Reactants: FC(F)P(C1=CC=CC=C1)(C1=CC=CC=C1)=O (difluoromethyldiphenylphosphine oxide), C(C)(C)[N-]C(C)C.[Li+] (lithium diisopropylamide), O1C(CCCC1)OC1=CC=2CCC=3[C@@H]4CCC([C@@]4(C)CCC3C2C=C1)=O (3-tetrahydropyranyloxy-estra-1,3,5(10),8-tetraen-17-one). Run in O1CCCC1 (tetrahydrofuran), O1CCCC1 (tetrahydrofuran), C(C)(=O)OCC (ethyl acetate), O (water). Reaction conditions: time 1 hour. The product is FC(=C1[C@]2(C)[C@@H](CC1)C=1CCC=3C=C(C=CC3C1CC2)OC2OCCCC2)F (17-difluoromethylene-3-tetrahydropyranyloxy-estra-1,3,5(10),8-tetraene). The yield is 60.8%. Reaction SMILES: [F:1][CH:2](P(=O)(C1C=CC=CC=1)C1C=CC=CC=1)[F:3].C([N-]C(C)C)(C)C.[Li+].[O:26]1[CH2:31][CH2:30][CH2:29][CH2:28][CH:27]1[O:32][C:33]1[CH:50]=[CH:49][C:48]2[C:47]3[CH2:46][CH2:45][C@@:43]4([CH3:44])[C@@H:39]([CH2:40][CH2:41][C:42]4=O)[C:38]=3[CH2:37][CH2:36][C:35]=2[CH:34]=1>O1CCCC1.C(OCC)(=O)C.O>[F:1][C:2]([F:3])=[C:42]1[CH2:41][CH2:40][C@H:39]2[C:38]3[CH2:37][CH2:36][C:49]4[CH:50]=[C:33]([O:32][CH:27]5[CH2:28][CH2:29][CH2:30][CH2:31][O:26]5)[CH:34]=[CH:35][C:48]=4[C:47]=3[CH2:46][CH2:45][C@:43]12[CH3:44] |f:1.2|. Procedure: A solution of 2.7 g of difluoromethyldiphenylphosphine oxide in 85 ml of tetrahydrofuran is slowly mixed with 5.3 ml of 2 M lithium diisopropylamide solution at a bath temperature of -50° C., and it is stirred for 1 hour. Then, a solution of 1.5 g of 3-tetrahydropyranyloxy-estra-1,3,5(10),8-tetraen-17-one in 42 ml of tetrahydrofuran is slowly added, stirred for 15 minutes, slowly heated at a bath temperature of from -50° C. to 100° C. and refluxed for 2.5 hours. For working-up, it is diluted wit...